From a dataset of the Open Reaction Database (ORD), a public repository of structured organic reaction records. describe an organic reaction: reactants, conditions, products, and yield Reactants: FC=1C=C2C(=CNC2=CC1)C1CCC(CC1)=O (4-(5-Fluoro-1H-3-indolyl)-cyclohexanone), C1COC2(CCC(CC2)C2=CNC3=CC=C(C=C23)C#N)O1 (4-(5-cyano-1H-3-indolyl)-cyclohexanone ethylene ketal). Run in product. Product: C(#N)C=1C=C2C(=CNC2=CC1)C1CCC(CC1)=O (4-(5-Cyano-1H-3-indolyl)-cyclohexanone). RXN SMILES: FC1C=C2C(=CC=1)NC=C2C1CCC(=O)CC1.C1O[C:21]2([CH2:26][CH2:25][CH:24]([C:27]3[C:35]4[C:30](=[CH:31][CH:32]=[C:33]([C:36]#[N:37])[CH:34]=4)[NH:29][CH:28]=3)[CH2:23][CH2:22]2)[O:20]C1>>[C:36]([C:33]1[CH:34]=[C:35]2[C:30](=[CH:31][CH:32]=1)[NH:29][CH:28]=[C:27]2[CH:24]1[CH2:25][CH2:26][C:21](=[O:20])[CH2:22][CH2:23]1)#[N:37]. Reported procedure: This compound was prepared in the manner as described above for (3a) by replacing 4-(5-fluoro-1H-3-indolyl)-cyclohexanone ethylene ketal with 4-(5-cyano-1H-3-indolyl)-cyclohexanone ethylene ketal (6 g) in 81% (4.0 g) of product as a white solid: mp 162.5-164° C. The reactants are O=c1ccccn1C(=S)n1ccccc1=O, CCOC(C)=O, CCCCCC, Nc1ccc(Cl)c(Cl)n1, ClCCl. Yields the product S=C=Nc1ccc(Cl)c(Cl)n1. Reaction SMILES: [C:10](=[S:11])([n:12]1[cH:13][cH:14][cH:15][cH:16][c:17]1=[O:18])[n:19]1[cH:20][cH:21][cH:22][cH:23][c:24]1=[O:25].[C:35]([O:36][CH2:37][CH3:38])(=[O:39])[CH3:40].[CH3:29][CH2:30][CH2:31][CH2:32][CH2:33][CH3:34].[Cl:1][c:2]1[cH:3][cH:4][c:5]([NH2:9])[n:6][c:7]1[Cl:8].[Cl:26][CH2:27][Cl:28]>>[Cl:1][c:2]1[cH:3][cH:4][c:5]([N:9]=[C:10]=[S:11])[n:6][c:7]1[Cl:8]. Starting materials: O=C(Cl)C(=O)Cl, O=C(O)CC1CCCC1, ClCCl, Nc1cccnc1SCCS(=O)(=O)c1cccc(C(F)(F)F)c1, [Na+], O=C([O-])O, C1COCCO1. The product is O=C(CC1CCCC1)Nc1cccnc1SCCS(=O)(=O)c1cccc(C(F)(F)F)c1. Reaction SMILES: [C:1]([Cl:2])(=[O:3])[C:4]([Cl:5])=[O:6].[CH:7]1([CH2:12][C:13](=[O:14])[OH:15])[CH2:8][CH2:9][CH2:10][CH2:11]1.[Cl:44][CH2:45][Cl:46].[F:16][C:17]([c:18]1[cH:19][c:20]([S:24](=[O:25])(=[O:26])[CH2:27][CH2:28][S:29][c:30]2[n:31][cH:32][cH:33][cH:34][c:35]2[NH2:36])[cH:21][cH:22][cH:23]1)([F:37])[F:38].[Na+:43].[O-:39][C:40]([OH:41])=[O:42].[O:47]1[CH2:48][CH2:49][O:50][CH2:51][CH2:52]1>>[CH:7]1([CH2:12][C:13](=[O:15])[NH:36][c:35]2[c:30]([S:29][CH2:28][CH2:27][S:24]([c:20]3[cH:19][c:18]([C:17]([F:16])([F:37])[F:38])[cH:23][cH:22][cH:21]3)(=[O:25])=[O:26])[n:31][cH:32][cH:33][cH:34]2)[CH2:8][CH2:9][CH2:10][CH2:11]1. Starting materials: CC=1C(=NC=C(C1)C)CN(C1CCNCC1)CC1=NC=CC=C1C(C)(C1=CC=CC=C1)C ((3,5-dimethyl-pyridin-2-ylmethyl)-[3-(1-methyl-1-phenyl-ethyl)-pyridin-2-ylmethyl]-piperidin-4-yl-amine), O(C1=CC=CC=C1)C(=O)NO (N-(phenoxycarbonyl)-hydroxylamine). Reaction SMILES: [CH3:1][C:2]1[C:3]([CH2:9][N:10]([CH2:17][C:18]2[C:23]([C:24]([CH3:32])([C:26]3[CH:31]=[CH:30][CH:29]=[CH:28][CH:27]=3)[CH3:25])=[CH:22][CH:21]=[CH:20][N:19]=2)[CH:11]2[CH2:16][CH2:15][NH:14][CH2:13][CH2:12]2)=[N:4][CH:5]=[C:6]([CH3:8])[CH:7]=1.[O:33]([C:40](NO)=[O:41])C1C=CC=CC=1>C1COCC1>[CH3:1][C:2]1[C:3]([CH2:9][N:10]([CH2:17][C:18]2[C:23]([C:24]([CH3:32])([C:26]3[CH:27]=[CH:28][CH:29]=[CH:30][CH:31]=3)[CH3:25])=[CH:22][CH:21]=[CH:20][N:19]=2)[CH:11]2[CH2:12][CH2:13][N:14]([C:40]([OH:41])=[O:33])[CH2:15][CH2:16]2)=[N:4][CH:5]=[C:6]([CH3:8])[CH:7]=1. The yield is 84.6%. Yields the product CC=1C(=NC=C(C1)C)CN(C1CCN(CC1)C(=O)O)CC1=NC=CC=C1C(C)(C1=CC=CC=C1)C (4-{(3,5-Dimethyl-pyridin-2-ylmethyl)-[3-(1-methyl-1-phenyl-ethyl)-pyridin-2-ylmethyl]-amino}-piperidine-1-carboxylic acid). Run in C1CCOC1 (THF). Procedure details: A stirred solution of (3,5-dimethyl-pyridin-2-ylmethyl)-[3-(1-methyl-1-phenyl-ethyl)-pyridin-2-ylmethyl]-piperidin-4-yl-amine (1.20 g, 2.8 mmol) and N-(phenoxycarbonyl)-hydroxylamine (515 mg, 3.4 mmol) in THF (28 mL) was heated at reflux for 16 hours. The mixture was cooled to room temperature, concentrated, and purified on a silica gel column (40 g, eluted with 5% NH4OH/10% MeOH/CH3CN) to afford COMPOUND 350 (1.12 g, 82%), as a white solid. 1H NMR (CDCl3) δ 1.10-1.26 (m, 2H), 1.51 (d, 2H, J=11.... The product is O=C(Nc1cc([N+](=O)[O-])c[nH]c1=O)c1ccccc1. Reactants: O=C(Cl)c1ccccc1, Nc1cc([N+](=O)[O-])c[nH]c1=O, O, c1ccncc1. As a reaction SMILES: [C:18]([c:19]1[cH:20][cH:21][cH:22][cH:23][cH:24]1)(=[O:25])[Cl:26].[NH2:1][c:2]1[c:3](=[O:11])[nH:4][cH:5][c:6]([N+:8](=[O:9])[O-:10])[cH:7]1.[OH2:27].[cH:12]1[cH:13][cH:14][n:15][cH:16][cH:17]1>>[NH:1]([c:2]1[c:3](=[O:11])[nH:4][cH:5][c:6]([N+:8](=[O:9])[O-:10])[cH:7]1)[C:18]([c:19]1[cH:20][cH:21][cH:22][cH:23][cH:24]1)=[O:25]. The reactants are C[S-].[Na+] (sodium thiomethoxide), BrC1=CC=C(C=2NC3=CC(=CC=C3C12)CO)C(=O)N (4-bromo-7-(hydroxymethyl)-9H-carbazole-1-carboxamide), ClN1C(CCC1=O)=O (N-chlorosuccinimide), C1(=CC=CC=C1)P(C1=CC=CC=C1)C1=CC=CC=C1 (triphenylphosphine). Solvent: CS(=O)C (DMSO), C(Cl)Cl (DCM), CCOC(=O)C (EtOAc). Run at time 30 minute. Yields the product BrC1=CC=C(C=2NC3=CC(=CC=C3C12)CSC)C(=O)N (4-bromo-7-(methylthiomethyl)-9H-carbazole-1-carboxamide). Isolated yield 38.1%. RXN SMILES: [Br:1][C:2]1[C:14]2[C:13]3[C:8](=[CH:9][C:10]([CH2:15]O)=[CH:11][CH:12]=3)[NH:7][C:6]=2[C:5]([C:17]([NH2:19])=[O:18])=[CH:4][CH:3]=1.ClN1C(=O)CCC1=O.C1(P(C2C=CC=CC=2)C2C=CC=CC=2)C=CC=CC=1.[CH3:47][S-:48].[Na+]>C(Cl)Cl.CCOC(C)=O.CS(C)=O>[Br:1][C:2]1[C:14]2[C:13]3[C:8](=[CH:9][C:10]([CH2:15][S:48][CH3:47])=[CH:11][CH:12]=3)[NH:7][C:6]=2[C:5]([C:17]([NH2:19])=[O:18])=[CH:4][CH:3]=1 |f:3.4|. Procedure details: Step 1 A mixture of 4-bromo-7-(hydroxymethyl)-9H-carbazole-1-carboxamide (Example 30-2, 403 mg, 1.263 mmol), N-chlorosuccinimide (219 mg, 1.642 mmol) and triphenylphosphine (431 mg, 1.642 mmol) in DCM (50 mL) was heated at reflux for 1 h. The mixture was cooled to rt, washed with brine, and the aqueous layer was extracted with DCM. The aqueous layer was filtered and the collected precipitate was washed with water. The organic layers and the collected precipitate were combined and the mixture was... Reactants: O=C1NC(=O)c2ccccc21, CN(C)C=O, [K], NN, c1ccc(N2CCNCC2)cc1. The product is NC1CNCCN1c1ccccc1. Reaction SMILES: [C:1]1(=[O:2])[NH:5][C:3](=[O:4])[c:6]2[cH:7][cH:8][cH:9][cH:10][c:11]21.[CH3:27][N:28]([CH3:29])[CH:30]=[O:31].[K:12].[NH2:25][NH2:26].[c:13]1([N:19]2[CH2:20][CH2:21][NH:22][CH2:23][CH2:24]2)[cH:14][cH:15][cH:16][cH:17][cH:18]1>>[NH2:5][CH:20]1[N:19]([c:13]2[cH:14][cH:15][cH:16][cH:17][cH:18]2)[CH2:24][CH2:23][NH:22][CH2:21]1. Reactants: C(C)ON=CC=1CS([C@H]2N(C1C(=O)O)C(C2NC(CC=2SC=CC2)=O)=O)=O (3-ethoxyiminomethyl-7-(2-thienylacetamido)-3-cephem-4-carboxylic acid-1-oxide), stannous chloride, C(C)(=O)Cl (acetyl chloride). Solvent: CN(C=O)C (N,N-dimethylformamide). Reaction conditions: time 90 minute. Yields the product C(C)ON=CC=1CS[C@H]2N(C1C(=O)O)C(C2NC(CC=2SC=CC2)=O)=O (3-ethoxyiminomethyl-7-(2-thienylacetamido)-3-cephem-4-carboxylic acid). As a reaction SMILES: [CH2:1]([O:3][N:4]=[CH:5][C:6]1[CH2:7][S:8](=O)[C@@H:9]2[CH:16]([NH:17][C:18](=[O:25])[CH2:19][C:20]3[S:21][CH:22]=[CH:23][CH:24]=3)[C:15](=[O:26])[N:10]2[C:11]=1[C:12]([OH:14])=[O:13])[CH3:2].C(Cl)(=O)C>CN(C)C=O>[CH2:1]([O:3][N:4]=[CH:5][C:6]1[CH2:7][S:8][C@@H:9]2[CH:16]([NH:17][C:18](=[O:25])[CH2:19][C:20]3[S:21][CH:22]=[CH:23][CH:24]=3)[C:15](=[O:26])[N:10]2[C:11]=1[C:12]([OH:14])=[O:13])[CH3:2]. Reported procedure: To a solution of 3-ethoxyiminomethyl-7-(2-thienylacetamido)-3-cephem-4-carboxylic acid-1-oxide (100 mg) in N,N-dimethylformamide (5 ml) is added stannous chloride (100 mg) at 0° C. under nitrogen atmosphere, and acetyl chloride (0.8 ml) is added dropwise to the stirred mixture. After 90 minutes, the reaction mixture is added a few piece of ice, and stirred for 10 minutes, and then extracted with ethyl acetate. The extract solution is washed with saturated saline solution and saturated aqueous so...